Dataset: the Open Reaction Database (ORD), a public repository of structured organic reaction records. Task: describe an organic reaction: reactants, conditions, products, and yield Reactants: CC(=O)O, CCOC(=O)Cc1cccc(F)c1[N+](=O)[O-], [Fe]. Product: O=C1Cc2cccc(F)c2N1. As a reaction SMILES: [C:18]([OH:19])(=[O:20])[CH3:21].[F:1][c:2]1[c:3]([N+:14]([O-:11])=[O:12])[c:4]([CH2:8][C:9](=[O:10])[O:13][CH2:15][CH3:16])[cH:5][cH:6][cH:7]1.[Fe:17]>>[F:1][c:2]1[c:3]2[c:4]([cH:5][cH:6][cH:7]1)[CH2:8][C:9](=[O:10])[NH:14]2. Reactants: C=O, ClCCl, CO, COc1ccc(-n2oc(=O)[nH]c2=O)cc1, O. Yields the product COc1ccc(-n2oc(=O)n(CO)c2=O)cc1. Reaction SMILES: [CH2:16]=[O:17].[CH2:21]([Cl:22])[Cl:23].[CH3:19][OH:20].[CH3:1][O:2][c:3]1[cH:4][cH:5][c:6](-[n:9]2[o:10][c:11](=[O:15])[nH:12][c:13]2=[O:14])[cH:7][cH:8]1.[OH2:18]>>[CH3:1][O:2][c:3]1[cH:4][cH:5][c:6](-[n:9]2[o:10][c:11](=[O:15])[n:12]([CH2:16][OH:17])[c:13]2=[O:14])[cH:7][cH:8]1. The reactants are CC(=O)[O-], CC(=O)[O-], CO, COc1c2c(c(C(=O)N(C)C)[nH]c1=O)CCN(Cc1ccc(F)c(Cl)c1)C2=O, ClCCl, [Cu+2], [NH4+], [OH-], Cc1ccc(B(O)O)cc1, c1ccncc1. The product is COc1c2c(c(C(=O)N(C)C)n(-c3ccc(C)cc3)c1=O)CCN(Cc1ccc(F)c(Cl)c1)C2=O. RXN SMILES: [C:50]([O-:51])(=[O:52])[CH3:53].[C:55]([O-:56])(=[O:57])[CH3:58].[CH3:59][OH:60].[Cl:1][c:2]1[cH:3][c:4]([CH2:5][N:6]2[C:7](=[O:24])[c:8]3[c:9]([O:22][CH3:23])[c:10](=[O:21])[nH:11][c:12]([C:16](=[O:17])[N:18]([CH3:19])[CH3:20])[c:13]3[CH2:14][CH2:15]2)[cH:25][cH:26][c:27]1[F:28].[Cl:47][CH2:48][Cl:49].[Cu+2:54].[NH4+:46].[OH-:45].[c:29]1([CH3:38])[cH:30][cH:31][c:32]([B:35]([OH:36])[OH:37])[cH:33][cH:34]1.[cH:39]1[cH:40][cH:41][n:42][cH:43][cH:44]1>>[Cl:1][c:2]1[cH:3][c:4]([CH2:5][N:6]2[C:7](=[O:24])[c:8]3[c:9]([O:22][CH3:23])[c:10](=[O:21])[n:11](-[c:32]4[cH:31][cH:30][c:29]([CH3:38])[cH:34][cH:33]4)[c:12]([C:16](=[O:17])[N:18]([CH3:19])[CH3:20])[c:13]3[CH2:14][CH2:15]2)[cH:25][cH:26][c:27]1[F:28]. Starting materials: O=C(OCc1ccccc1)N1CCCC(CCCBr)C1, CCCC(C)Oc1nc(N)c2nc(OC)[nH]c2n1, O=C(O)C(F)(F)F, CCCCOc1nc(N)c2nc(OC)n(CCCC3CCCCN3C(=O)OCc3ccccc3)c2n1. Yields the product CCCC(C)Oc1nc(N)c2nc(OC)n(CCCC3CCCN(C(=O)OCc4ccccc4)C3)c2n1. RXN SMILES: [Br:62][CH2:63][CH2:64][CH2:65][CH:66]1[CH2:67][N:68]([C:72](=[O:73])[O:74][CH2:75][c:76]2[cH:77][cH:78][cH:79][cH:80][cH:81]2)[CH2:69][CH2:70][CH2:71]1.[CH3:44][CH:45]([CH2:46][CH2:47][CH3:48])[O:49][c:50]1[n:51][c:52]([NH2:61])[c:53]2[n:54][c:55]([O:59][CH3:60])[nH:56][c:57]2[n:58]1.[F:37][C:38]([F:39])([F:40])[C:41]([OH:42])=[O:43].[NH2:1][c:2]1[n:3][c:4]([O:5][CH2:6][CH2:7][CH2:8][CH3:9])[n:10][c:11]2[c:12]1[n:13][c:14]([O:15][CH3:16])[n:17]2[CH2:18][CH2:19][CH2:20][CH:21]1[CH2:22][CH2:23][CH2:24][CH2:25][N:26]1[C:27]([O:28][CH2:29][c:30]1[cH:31][cH:32][cH:33][cH:34][cH:35]1)=[O:36]>>[CH3:44][CH:45]([CH2:46][CH2:47][CH3:48])[O:49][c:50]1[n:51][c:52]([NH2:61])[c:53]2[n:54][c:55]([O:59][CH3:60])[n:56]([CH2:63][CH2:64][CH2:65][CH:66]3[CH2:67][N:68]([C:72](=[O:73])[O:74][CH2:75][c:76]4[cH:77][cH:78][cH:79][cH:80][cH:81]4)[CH2:69][CH2:70][CH2:71]3)[c:57]2[n:58]1. Reactants: C(CCl)Cl (EDC), ClC=1C=[N+](C=C(C1C[C@H](O)C1=CC(=C(C=C1)OC(F)F)OCC1CC1)Cl)[O-] ((S)-3,5-dichloro-4-(2-(3-(cyclopropylmethoxy)-4-(difluoromethoxy)phenyl)-2-hydroxyethyl)pyridine 1-oxide), C(C)(=O)SC(C(C(=O)O)NC(=O)OC(C)(C)C)(C)C (3-(acetylthio)-2-(tert-butoxycarbonylamino)-3-methylbutanoic acid). The reagents and catalysts are CN(C)C=1C=CN=CC1 (DMAP). The solvent is C(Cl)Cl (DCM), C(Cl)Cl (DCM). Conditions: time 4 hour. The product is C(C)(=O)SC(C(C(=O)O[C@@H](CC1=C(C=[N+](C=C1Cl)[O-])Cl)C1=CC(=C(C=C1)OC(F)F)OCC1CC1)NC(=O)OC(C)(C)C)(C)C (4-((2S)-2-(3-(acetylthio)-2-(tert-butoxycarbonylamino)-3-methylbutanoyloxy)-2-(3-(cyclopropylmethoxy)-4-(difluoromethoxy)phenyl)ethyl)-3,5-dichloropyridine 1-oxide). As a reaction SMILES: [C:1]([S:4][C:5]([CH3:19])([CH3:18])[CH:6]([NH:10][C:11]([O:13][C:14]([CH3:17])([CH3:16])[CH3:15])=[O:12])[C:7]([OH:9])=[O:8])(=[O:3])[CH3:2].C(Cl)CCl.[Cl:24][C:25]1[CH:26]=[N+:27]([O-:50])[CH:28]=[C:29]([Cl:49])[C:30]=1[CH2:31][C@@H:32]([C:34]1[CH:39]=[CH:38][C:37]([O:40][CH:41]([F:43])[F:42])=[C:36]([O:44][CH2:45][CH:46]2[CH2:48][CH2:47]2)[CH:35]=1)O>C(Cl)Cl.CN(C1C=CN=CC=1)C>[C:1]([S:4][C:5]([CH3:19])([CH3:18])[CH:6]([NH:10][C:11]([O:13][C:14]([CH3:17])([CH3:16])[CH3:15])=[O:12])[C:7]([O:9][C@H:32]([C:34]1[CH:39]=[CH:38][C:37]([O:40][CH:41]([F:42])[F:43])=[C:36]([O:44][CH2:45][CH:46]2[CH2:47][CH2:48]2)[CH:35]=1)[CH2:31][C:30]1[C:29]([Cl:49])=[CH:28][N+:27]([O-:50])=[CH:26][C:25]=1[Cl:24])=[O:8])(=[O:3])[CH3:2]. Procedure details: 3-(acetylthio)-2-(tert-butoxycarbonylamino)-3-methylbutanoic acid (693 mg, 2.38 mmol) was dissolved in DCM (10 ml). DMAP (73 mg, 0.59 mmol), EDC (342 mg, 1.79 mmol), and (S)-3,5-dichloro-4-(2-(3-(cyclopropylmethoxy)-4-(difluoromethoxy)phenyl)-2-hydroxyethyl)pyridine 1-oxide (500 mg, 1.19 mmol) were added, and the mixture stirred for 4 hours at RT. The reaction mixture was diluted with DCM and washed with NaHCO3 sat. sol. (10 ml), HCl 1N, brine, dried over Na2SO4 and evaporated under vacuum to gi... Reactants: N(=NC(=O)OCC)C(=O)OCC (diethyl azodicarboxylate), C([O-])([O-])=O.[K+].[K+] (potassium carbonate), C(C)(C)(C)OC(=O)N[C@@H](CO)C ((R)-2-t-butoxycarbonylamino-1-propanol), OC1=CC=C(C=C1)CC(=O)OC (methyl 4-hydroxyphenylacetate), C1(=CC=CC=C1)P(C1=CC=CC=C1)C1=CC=CC=C1 (triphenylphosphine). Run in O (water), C1=CC=CC=C1 (benzene). Reaction conditions: time 2 day. Product: N[C@@H](COC1=CC=C(C=C1)CC(=O)OC)C (Methyl 4-[2(R)-amino-1-propoxy]phenylacetate). RXN SMILES: N(C(OCC)=O)=NC(OCC)=O.C(OC([NH:20][C@H:21]([CH3:24])[CH2:22][OH:23])=O)(C)(C)C.O[C:26]1[CH:31]=[CH:30][C:29]([CH2:32][C:33]([O:35][CH3:36])=[O:34])=[CH:28][CH:27]=1.C1(P(C2C=CC=CC=2)C2C=CC=CC=2)C=CC=CC=1.C(=O)([O-])[O-].[K+].[K+]>C1C=CC=CC=1.O>[NH2:20][C@H:21]([CH3:24])[CH2:22][O:23][C:26]1[CH:31]=[CH:30][C:29]([CH2:32][C:33]([O:35][CH3:36])=[O:34])=[CH:28][CH:27]=1 |f:4.5.6|. Procedure: 16.6 g of diethyl azodicarboxylate were added, whilst ice-cooling, to a solution of 16.8 g of (R)-2-t-butoxycarbonylamino-1-propanol, 10.0 g of methyl 4-hydroxyphenylacetate and 24.0 g of triphenylphosphine in 50 ml of dry benzene, and the resulting mixture was stirred at room temperature for 2 days. At the end of this time, the benzene solvent was removed by distillation under reduced pressure. The resulting residue was dissolved in 100 ml of methanol, and 200 ml of a 4N solution of hydrogen ch...